From a dataset of the Open Reaction Database (ORD), a public repository of structured organic reaction records. describe an organic reaction: reactants, conditions, products, and yield Reactants: C(=O)([O-])C(O)C(O)C(=O)[O-].ClC1=CC2=C(CC[CH3+]CN2C)C=C1.ClC1=CC2=C(CC[CH3+]CN2C)C=C1 (8-chloro-1-methyl-2,3,4,5-tetrahydro-1H-3-benzazepinium hemitartrate), C([O-])([O-])=O.[K+].[K+] (potassium carbonate), O.ClC=1C=CC2=C([C@H](CNCC2)C)C1.ClC=1C=CC2=C([C@H](CNCC2)C)C1 ((R)-8-chloro-1-methyl-2,3,4,5-tetrahydro-1H-3-benzazepine hemihydrate), crystals, Cl (HCl), Cl (HCl). Run in C(C)(=O)OCC (ethyl acetate). Reaction conditions: temperature 22.5 celsius, time 35 minute. Yields the product Cl.O.ClC=1C=CC2=C([C@H](CNCC2)C)C1.ClC=1C=CC2=C([C@H](CNCC2)C)C1.Cl ((R)-8-chloro-1-methyl-2,3,4,5-tetrahydro-1H-3-benzazepine hemihydrate hydrochloride). Reaction SMILES: C(C(C(C([O-])=O)O)O)([O-])=[O:2].[Cl:11]C1C=CC2CC[CH3+]CN(C)C=2C=1.[Cl:24]C1C=CC2CC[CH3+]CN(C)C=2C=1.C(=O)([O-])[O-].[K+].[K+].Cl.O.[Cl:45][C:46]1[CH:47]=[CH:48][C:49]2[CH2:55][CH2:54][NH:53][CH2:52][C@H:51]([CH3:56])[C:50]=2[CH:57]=1.[Cl:58][C:59]1[CH:60]=[CH:61][C:62]2[CH2:68][CH2:67][NH:66][CH2:65][C@H:64]([CH3:69])[C:63]=2[CH:70]=1>C(OCC)(=O)C>[ClH:11].[OH2:2].[Cl:45][C:46]1[CH:47]=[CH:48][C:49]2[CH2:55][CH2:54][NH:53][CH2:52][C@H:51]([CH3:56])[C:50]=2[CH:57]=1.[Cl:58][C:59]1[CH:60]=[CH:61][C:62]2[CH2:68][CH2:67][NH:66][CH2:65][C@H:64]([CH3:69])[C:63]=2[CH:70]=1.[ClH:24] |f:0.1.2,3.4.5,7.8.9,11.12.13.14.15|. Procedure details: To a reactor equipped with an overhead stirrer and a nitrogen inlet was charged, in the specified order, 8-chloro-1-methyl-2,3,4,5-tetrahydro-1H-3-benzazepinium hemitartrate (1.00 kg containing 7.5 wt % water, 1.71 mol, 0.500 eq), potassium carbonate (0.508 kg, 3.68 mol, 1.076 eq), ethyl acetate (2.68 kg), and purified water (2.68 kg). The resulting mixture was stirred at 20-25° C. for 30-40 min, and then the phases were allowed to separate over 0.5-1 h. The lower (aqueous) phase was drained to ... Reactants: [Ag+2], BrCc1ccccc1, O=C([O-])[O-], CC(C(=O)c1cc[nH]c(=O)c1)c1ccc(Cl)cc1Cl, O, c1ccccc1. Yields the product CC(C(=O)c1ccnc(OCc2ccccc2)c1)c1ccc(Cl)cc1Cl. Reaction SMILES: [Ag+2:39].[Br:20][CH2:21][c:22]1[cH:23][cH:24][cH:25][cH:26][cH:27]1.[C:35](=[O:36])([O-:37])[O-:38].[Cl:1][c:2]1[c:3]([CH:9]([C:10](=[O:11])[c:12]2[cH:13][c:14](=[O:18])[nH:15][cH:16][cH:17]2)[CH3:19])[cH:4][cH:5][c:6]([Cl:8])[cH:7]1.[OH2:28].[cH:29]1[cH:30][cH:31][cH:32][cH:33][cH:34]1>>[Cl:1][c:2]1[c:3]([CH:9]([C:10](=[O:11])[c:12]2[cH:13][c:14]([O:18][CH2:21][c:22]3[cH:23][cH:24][cH:25][cH:26][cH:27]3)[n:15][cH:16][cH:17]2)[CH3:19])[cH:4][cH:5][c:6]([Cl:8])[cH:7]1. Starting materials: base, C(C)(=O)[O-].NC1=[NH+]C=C(C(=C1)N)C#N (2,4-diamino,5-cyanopyridinium acetate), C(=O)O (formic acid), ClC1=CC=C(CN)C=C1 (4-chlorobenzylamine), CS(=O)(=O)O (methanesulfonic acid). Solvent: CC(=O)C (acetone). Procedure details: The free base (56 mg, 0.20 mmol)(prepared from 2,4-diamino,5-cyanopyridinium acetate, formic acid and 4-chlorobenzylamine at 200° C. as described in a previous example is precipitated from acetone solution with methanesulfonic acid (105 μL, 0.23 mmol) to give a polymesylate salt. 1H NMR (DMSO) δ 10.59 (1H, t, J=5.6 Hz), 9.24(1H, s), 8.69 (1H, s), 7.42 (4H, s), 6.42 (1H, s), 5.8 (˜6H, vbrs), 4.89 (2H, d, J=5.8 Hz), 2.41 (˜7.5H, s). RXN SMILES: [C:1]([O-])(=O)C.[NH2:5][C:6]1[CH:11]=[C:10]([NH2:12])[C:9]([C:13]#[N:14])=[CH:8][NH+:7]=1.C(O)=O.[Cl:18][C:19]1[CH:26]=[CH:25][C:22]([CH2:23][NH2:24])=[CH:21][CH:20]=1.[CH3:27][S:28]([OH:31])(=[O:30])=[O:29]>CC(C)=O>[S:28]([OH:31])(=[O:30])(=[O:29])[CH3:27].[NH2:5][C:6]1[N:7]=[CH:8][C:9]2[C:13]([NH:24][CH2:23][C:22]3[CH:25]=[CH:26][C:19]([Cl:18])=[CH:20][CH:21]=3)=[N:14][CH:1]=[N:12][C:10]=2[CH:11]=1 |f:0.1,6.7|. Product: S(C)(=O)(=O)O.NC1=CC=2N=CN=C(C2C=N1)NCC1=CC=C(C=C1)Cl (7-Amino-4-(4-chlorobenzylamino)pyrido[4,3-d]pyrimidine Mesylate). The reactants are OC=1C=C2C=CC(NC2=CC1)=O (6-hydroxycarbostyril), CC[O-].[Na+] (sodium ethylate), [I-].[Na+] (sodium iodide), C(C)N(C(CC(CCl)C)=O)C1C(CCCC1)C (N-ethyl-N-(4-chloro-3-methylbutyryl)-2-methylcyclohexylamine), [Na+].[Cl-] (NaCl). The solvent is C(C)O (ethanol). Product: CN(C(=O)CC(COC=1C=C2C=CC(NC2=CC1)=O)C)C1C(CCCC1)C (6-{3-[N-methyl-N-(2-methylcyclohexyl)aminocarbonyl]-2-methylpropoxy}carbostyril). RXN SMILES: [OH:1][C:2]1[CH:3]=[C:4]2[C:9](=[CH:10][CH:11]=1)[NH:8][C:7](=[O:12])[CH:6]=[CH:5]2.CC[O-].[Na+].[I-].[Na+].[CH2:19]([N:21]([CH:29]1[CH2:34][CH2:33][CH2:32][CH2:31][CH:30]1[CH3:35])[C:22](=[O:28])[CH2:23][CH:24]([CH3:27])[CH2:25]Cl)C.[Na+].[Cl-]>C(O)C>[CH3:19][N:21]([CH:29]1[CH2:34][CH2:33][CH2:32][CH2:31][CH:30]1[CH3:35])[C:22]([CH2:23][CH:24]([CH3:27])[CH2:25][O:1][C:2]1[CH:3]=[C:4]2[C:9](=[CH:10][CH:11]=1)[NH:8][C:7](=[O:12])[CH:6]=[CH:5]2)=[O:28] |f:1.2,3.4,6.7|. Reported procedure: 1.6 Grams of 6-hydroxycarbostyril, 0.7 g of sodium ethylate, 1.6 g of sodium iodide and 3.3 g of N-ethyl-N-(4-chloro-3-methylbutyryl)-2-methylcyclohexylamine are added to 30 ml of ethanol and the mixture is refluxed under agitation for 5 hours. After the reaction, the reaction solution is poured into 200 ml of saturated NaCl solution and the precipitated crystals are filtered out and washed with water. The resultant crude crystals are recrystallized from benzene-ligroin to obtain 1.4 g of 6-{3-[... The reactants are CCO, O=[N+]([O-])c1ccc2nc(Cl)sc2c1, ClCCl, Cl, [Na+], [OH-], Cl[Sn]Cl. The product is Nc1ccc2nc(Cl)sc2c1. RXN SMILES: [CH3:20][CH2:21][OH:22].[Cl:1][c:2]1[s:3][c:4]2[c:5]([n:6]1)[cH:7][cH:8][c:9]([N+:11]([O-:12])=[O:13])[cH:10]2.[Cl:23][CH2:24][Cl:25].[ClH:17].[Na+:19].[OH-:18].[Sn:14]([Cl:15])[Cl:16]>>[Cl:1][c:2]1[s:3][c:4]2[c:5]([n:6]1)[cH:7][cH:8][c:9]([NH2:11])[cH:10]2. RXN SMILES: [C:15](=[O:16])([OH:17])[O-:18].[C:1](=[O:2])([O:3][C:4]([CH3:5])([CH3:6])[CH3:7])[NH:8][CH:9]([CH:10]([CH3:11])[CH3:12])[CH2:13][OH:14].[CH3:30][CH2:31][O:32][CH2:33][CH3:34].[Cl:27][CH2:28][Cl:29].[Na+:19].[Na+:25].[Na+:26].[S:20]([O-:21])([O-:22])(=[O:23])=[S:24]>>[C:1](=[O:2])([O:3][C:4]([CH3:5])([CH3:6])[CH3:7])[NH:8][CH:9]([CH:10]([CH3:11])[CH3:12])[CH:13]=[O:14]. Yields the product CC(C)C(C=O)NC(=O)OC(C)(C)C. The reactants are O=C([O-])O, CC(C)C(CO)NC(=O)OC(C)(C)C, CCOCC, ClCCl, [Na+], [Na+], [Na+], O=S([O-])([O-])=S. Product: OCc1ccc(Cl)cc1Cc1ccccc1. Reaction SMILES: [Al+3:2].[CH2:7]([c:8]1[cH:9][cH:10][cH:11][cH:12][cH:13]1)[c:14]1[c:15]([C:16](=[O:17])[OH:18])[cH:19][cH:20][c:21]([Cl:23])[cH:22]1.[H-:1].[H-:4].[H-:5].[H-:6].[Li+:3].[Na+:25].[OH-:24].[OH2:26]>>[CH2:7]([c:8]1[cH:9][cH:10][cH:11][cH:12][cH:13]1)[c:14]1[c:15]([CH2:16][OH:17])[cH:19][cH:20][c:21]([Cl:23])[cH:22]1. Starting materials: [Al+3], O=C(O)c1ccc(Cl)cc1Cc1ccccc1, [H-], [H-], [H-], [H-], [Li+], [Na+], [OH-], O. Starting materials: C(C)OC(=O)C1CCN(CC1)C(=O)N(CC)CC (1-[(diethylamino)carbonyl]-4-piperidine carboxylic acid ethyl ester), O1CCCC1 (THF), CC(C)O (2-propanol), BrC1=CC(=CC=C1)Cl (1-bromo-3-chlorobenzene), O1CCCC1 (tetrahydrofuran), O1CCCC1 (THF), [Cl-].[NH4+] (ammonium chloride). Conditions: time 8 hour. Yields the product ClC1=CC=C(C=C1)C(C1CCN(CC1)C(=O)N(CC)CC)(O)C1=CC=C(C=C1)Cl (4-[bis(4-Chlorophenyl)hydroxymethyl]-N,N-diethyl-1-piperidinecarboxamide). Reaction SMILES: Br[C:2]1[CH:7]=[CH:6][CH:5]=[C:4]([Cl:8])[CH:3]=1.C(O[C:12]([CH:14]1[CH2:19][CH2:18][N:17]([C:20]([N:22]([CH2:25][CH3:26])[CH2:23][CH3:24])=[O:21])[CH2:16][CH2:15]1)=[O:13])C.[Cl-:27].[NH4+].[CH3:29][CH:30](O)[CH3:31].O1C[CH2:36][CH2:35][CH2:34]1>>[Cl:8][C:4]1[CH:5]=[CH:6][C:7]([C:12]([C:30]2[CH:31]=[CH:36][C:35]([Cl:27])=[CH:34][CH:29]=2)([OH:13])[CH:14]2[CH2:15][CH2:16][N:17]([C:20]([N:22]([CH2:23][CH3:24])[CH2:25][CH3:26])=[O:21])[CH2:18][CH2:19]2)=[CH:2][CH:3]=1 |f:2.3|. Procedure details: A Grignard solution was prepared by the treatment of a slurry of 8.5 g (0.35 mole) of mangesium chips in 200 ml of dry tetrahydrofuran (THF) with a solution of 72.8 g (0.38 mole) of 1-bromo-3-chlorobenzene in 400 ml of THF. After the addition was complete, the mixture was heated at reflux for 15 min to complete formation. To the Grignard solution at ambient temperature was added a solution of 38.4 g (0.15 mole) of 1-[(diethylamino)carbonyl]-4-piperidine carboxylic acid ethyl ester in 200 ml of T...